From a dataset of the Open Reaction Database (ORD), a public repository of structured organic reaction records. describe an organic reaction: reactants, conditions, products, and yield The reactants are CN1CCNCC1, Cc1ccccc1, ClP(Cl)(Cl)(Cl)Cl, Cc1ccc2oc(S)nc2c1. Product: Cc1ccc2oc(N3CCN(C)CC3)nc2c1. As a reaction SMILES: [CH3:18][N:19]1[CH2:20][CH2:21][NH:22][CH2:23][CH2:24]1.[CH3:25][c:26]1[cH:27][cH:28][cH:29][cH:30][cH:31]1.[Cl:1][P:2]([Cl:3])([Cl:4])([Cl:5])[Cl:6].[SH:7][c:8]1[o:9][c:10]2[c:11]([n:12]1)[cH:13][c:14]([CH3:17])[cH:15][cH:16]2>>[c:8]1([N:22]2[CH2:21][CH2:20][N:19]([CH3:18])[CH2:24][CH2:23]2)[o:9][c:10]2[c:11]([n:12]1)[cH:13][c:14]([CH3:17])[cH:15][cH:16]2. Reactants: [C-]#N.[Na+] (sodium cyanide), C1(=CC=C(C=C1)CC(=O)N[C@H](C)C1=NC=C(C=C1)OC)C1=CC=CC=C1 (2-(1,1′-biphenyl-4-yl)-N-[(1R)-1-(5-methoxypyridin-2-yl)ethyl]acetamide), [C-]#N.[Na+] (sodium cyanide). Solvent: CS(=O)C (DMSO). Conditions: temperature 180 celsius. The product is C1(=CC=C(C=C1)CC(=O)N[C@H](C)C1=NC=C(C=C1)O)C1=CC=CC=C1 (2-(1,1′-biphenyl-4-yl)-N-[(1R)-1-(5-hydroxypyridin-2-yl)ethyl]acetamide). As a reaction SMILES: [C:1]1([C:21]2[CH:26]=[CH:25][CH:24]=[CH:23][CH:22]=2)[CH:6]=[CH:5][C:4]([CH2:7][C:8]([NH:10][C@@H:11]([C:13]2[CH:18]=[CH:17][C:16]([O:19]C)=[CH:15][N:14]=2)[CH3:12])=[O:9])=[CH:3][CH:2]=1.[C-]#N.[Na+]>CS(C)=O>[C:1]1([C:21]2[CH:26]=[CH:25][CH:24]=[CH:23][CH:22]=2)[CH:2]=[CH:3][C:4]([CH2:7][C:8]([NH:10][C@@H:11]([C:13]2[CH:18]=[CH:17][C:16]([OH:19])=[CH:15][N:14]=2)[CH3:12])=[O:9])=[CH:5][CH:6]=1 |f:1.2|. Reported procedure: To a mixture of 2-(1,1′-biphenyl-4-yl)-N-[(1R)-1-(5-methoxypyridin-2-yl)ethyl]acetamide (200 mg, 0.58 mmol) in DMSO (4.0 ml) was added sodium cyanide (141 mg, 2.89 mmol) and heated to 180° C. for one hour. An additional amount of sodium cyanide (207 mg, 4.22 mmol) was added and the mixture was further heated for another hour until no significant increase in desired product was observed by LC/MS. After cooling reaction to room temperature, the reaction was taken to neutral pH with the careful add... Starting materials: CS(=O)(=O)O (methanesulfonic acid), O[C@H]1C[C@@H]2CC[C@H]3[C@@H]4CC[C@H](C(C)=O)[C@]4(CC([C@@H]3[C@]2(C[C@@H]1N1CC(OCC1)(CCCC)CCCC)C)=O)C ((2β,3α,5α)-3-hydroxy-2-(2,2-dibutyl-4-morpholinyl)pregnane-11,20-dione). Solvent: C(C)O (ethanol), C(C)O (ethanol). Yields the product CS(=O)(=O)O.O[C@H]1C[C@@H]2CC[C@H]3[C@@H]4CC[C@H](C(C)=O)[C@]4(CC([C@@H]3[C@]2(C[C@@H]1N1CC(OCC1)(CCCC)CCCC)C)=O)C ((2β,3α,5α)-3-hydroxy-2-(2,2-dibutyl-4-morpholinyl)pregnane-11,20-dione methanesulfonate), salt. As a reaction SMILES: [CH3:1][S:2]([OH:5])(=[O:4])=[O:3].[OH:6][C@@H:7]1[C@@H:26]([N:27]2[CH2:32][CH2:31][O:30][C:29]([CH2:37][CH2:38][CH2:39][CH3:40])([CH2:33][CH2:34][CH2:35][CH3:36])[CH2:28]2)[CH2:25][C@@:24]2([CH3:41])[C@@H:9]([CH2:10][CH2:11][C@@H:12]3[C@@H:23]2[C:22](=[O:42])[CH2:21][C@@:20]2([CH3:43])[C@H:13]3[CH2:14][CH2:15][C@@H:16]2[C:17](=[O:19])[CH3:18])[CH2:8]1>C(O)C>[CH3:1][S:2]([OH:5])(=[O:4])=[O:3].[OH:6][C@@H:7]1[C@@H:26]([N:27]2[CH2:32][CH2:31][O:30][C:29]([CH2:37][CH2:38][CH2:39][CH3:40])([CH2:33][CH2:34][CH2:35][CH3:36])[CH2:28]2)[CH2:25][C@@:24]2([CH3:41])[C@@H:9]([CH2:10][CH2:11][C@@H:12]3[C@@H:23]2[C:22](=[O:42])[CH2:21][C@@:20]2([CH3:43])[C@H:13]3[CH2:14][CH2:15][C@@H:16]2[C:17](=[O:19])[CH3:18])[CH2:8]1 |f:3.4|. Reported procedure: A solution of methanesulfonic acid (181 mg) in ethanol (7 ml) was added to a suspension of (2β,3α,5α)-3-hydroxy-2-(2,2-dibutyl-4-morpholinyl)pregnane-11,20-dione (1.0 g) in ethanol (3 ml). The resulting suspension was heated to effect solution and the solvent was removed under reduced pressure to give (2β,3α,5α)-3-hydroxy-2-(2,2-dibutyl-4-morpholinyl)pregnane-11,20-dione methanesulfonate (1:1) salt (1.06 g). [α]D +86.3° (c 0.7). The reactants are CC(C)(C)OC(=O)N1CCC(CO)CC1, CCCCP(CCCC)CCCC, C1CCOC1, COC(=O)c1ccc(O)cc1, O=C(N=NC(=O)N1CCCCC1)N1CCCCC1. Product: COC(=O)c1ccc(OCC2CCN(C(=O)OC(C)(C)C)CC2)cc1. Reaction SMILES: [C:1](=[O:2])([O:3][C:4]([CH3:5])([CH3:6])[CH3:7])[N:8]1[CH2:9][CH2:10][CH:11]([CH2:14][OH:15])[CH2:12][CH2:13]1.[CH2:16]([P:17]([CH2:18][CH2:19][CH2:20][CH3:21])[CH2:22][CH2:23][CH2:24][CH3:25])[CH2:26][CH2:27][CH3:28].[CH2:58]1[O:59][CH2:60][CH2:61][CH2:62]1.[CH3:29][O:30][C:31]([c:32]1[cH:33][cH:34][c:35]([OH:38])[cH:36][cH:37]1)=[O:39].[N:40]([C:41]([N:42]1[CH2:43][CH2:44][CH2:45][CH2:46][CH2:47]1)=[O:48])=[N:49][C:50]([N:51]1[CH2:52][CH2:53][CH2:54][CH2:55][CH2:56]1)=[O:57]>>[C:1](=[O:2])([O:3][C:4]([CH3:5])([CH3:6])[CH3:7])[N:8]1[CH2:9][CH2:10][CH:11]([CH2:14][O:15][c:35]2[cH:34][cH:33][c:32]([C:31]([O:30][CH3:29])=[O:39])[cH:37][cH:36]2)[CH2:12][CH2:13]1. The reactants are C(C)(=O)OCC (ethyl acetate), O (water), C1(=CC=CC=C1)C=1N=C(OC1C1=CC=CC=C1)C1NCCC1 (2-(4,5-diphenyloxazol-2-yl)pyrrolidine), [Si](C1=CC=CC=C1)(C1=CC=CC=C1)(C(C)(C)C)OC1=C2CCC3C(C2=CC=C1)O3 (5-tert-butyldiphenylsilyloxy-1,2-epoxy-1,2,3,4-tetrahydronaphthalene), Ti[O—CH(CH3)2]4. Run in O1CCCC1 (tetrahydrofuran). Conditions: time 5 day. Product: C1(=CC=CC=C1)C=1N=C(OC1C1=CC=CC=C1)C1N(CCC1)C1C(CCC2=C(C=CC=C12)O[Si](C1=CC=CC=C1)(C1=CC=CC=C1)C(C)(C)C)O (1-[2-(4,5-diphenyloxazol-2-yl)pyrrolidin-1-yl]-2-hydroxy-5-tert-butyldiphenylsilyloxy-1,2,3,4-tetrahydronaphthalene). Isolated yield 30.0%. RXN SMILES: [C:1]1([C:7]2[N:8]=[C:9]([CH:18]3[CH2:22][CH2:21][CH2:20][NH:19]3)[O:10][C:11]=2[C:12]2[CH:17]=[CH:16][CH:15]=[CH:14][CH:13]=2)[CH:6]=[CH:5][CH:4]=[CH:3][CH:2]=1.[Si:23]([O:40][C:41]1[CH:50]=[CH:49][CH:48]=[C:47]2[C:42]=1[CH2:43][CH2:44][CH:45]1[O:51][CH:46]12)([C:36]([CH3:39])([CH3:38])[CH3:37])([C:30]1[CH:35]=[CH:34][CH:33]=[CH:32][CH:31]=1)[C:24]1[CH:29]=[CH:28][CH:27]=[CH:26][CH:25]=1.C(OCC)(=O)C.O>O1CCCC1>[C:1]1([C:7]2[N:8]=[C:9]([CH:18]3[CH2:22][CH2:21][CH2:20][N:19]3[CH:46]3[C:47]4[C:42](=[C:41]([O:40][Si:23]([C:36]([CH3:38])([CH3:37])[CH3:39])([C:24]5[CH:29]=[CH:28][CH:27]=[CH:26][CH:25]=5)[C:30]5[CH:35]=[CH:34][CH:33]=[CH:32][CH:31]=5)[CH:50]=[CH:49][CH:48]=4)[CH2:43][CH2:44][CH:45]3[OH:51])[O:10][C:11]=2[C:12]2[CH:17]=[CH:16][CH:15]=[CH:14][CH:13]=2)[CH:2]=[CH:3][CH:4]=[CH:5][CH:6]=1. Procedure details: To a solution of 2-(4,5-diphenyloxazol-2-yl)pyrrolidine (0.66 g) and 5-tert-butyldiphenylsilyloxy-1,2-epoxy-1,2,3,4-tetrahydronaphthalene (0.6 g) in tetrahydrofuran (10 ml) was added Ti[O—CH(CH3)2]4 (0.66 ml) at room temperature. After being stirred for 5 days at the same temperature, the mixture was poured into the mixture of ethyl acetate and water. The organic layer was washed with water and brine, dried over MgSO4, and evaporated in vacuo. The residue was purified by chromatography on silica... Starting materials: Brc1ccc(-c2ccccc2)cc1, CCOCC, Cl, [Mg], O, COCCOS(=O)(=O)c1ccc(C)cc1. Yields the product COCCc1ccc(-c2ccccc2)cc1. Reaction SMILES: [Br:2][c:3]1[cH:4][cH:5][c:6](-[c:9]2[cH:10][cH:11][cH:12][cH:13][cH:14]2)[cH:7][cH:8]1.[CH2:32]([O:33][CH2:34][CH3:35])[CH3:36].[ClH:30].[Mg:1].[OH2:31].[c:15]1([CH3:16])[cH:17][cH:18][c:19]([S:20]([O:21][CH2:25][CH2:26][O:27][CH3:28])(=[O:22])=[O:23])[cH:24][cH:29]1>>[c:3]1([CH2:25][CH2:26][O:27][CH3:28])[cH:4][cH:5][c:6](-[c:9]2[cH:10][cH:11][cH:12][cH:13][cH:14]2)[cH:7][cH:8]1. Reactants: Cc1nc(Br)n2c1c(C)nc1ccc(F)cc12, OB(O)c1cc(Cl)ccc1Cl, [K+], [K+], O=C([O-])[O-], c1ccc(P(c2ccccc2)(c2ccccc2)[Pd](P(c2ccccc2)(c2ccccc2)c2ccccc2)(P(c2ccccc2)(c2ccccc2)c2ccccc2)P(c2ccccc2)(c2ccccc2)c2ccccc2)cc1. The product is Cc1nc(-c2cc(Cl)ccc2Cl)n2c1c(C)nc1ccc(F)cc12. As a reaction SMILES: [Br:1][c:2]1[n:3][c:4]([CH3:17])[c:5]2[n:6]1[c:7]1[cH:8][c:9]([F:16])[cH:10][cH:11][c:12]1[n:13][c:14]2[CH3:15].[Cl:18][c:19]1[c:20]([B:26]([OH:27])[OH:28])[cH:21][c:22]([Cl:25])[cH:23][cH:24]1.[K+:29].[K+:30].[O-:31][C:32]([O-:33])=[O:34].[cH:35]1[cH:36][cH:37][c:38]([P:39]([Pd:40]([P:41]([c:42]2[cH:43][cH:44][cH:45][cH:46][cH:47]2)([c:48]2[cH:49][cH:50][cH:51][cH:52][cH:53]2)[c:54]2[cH:55][cH:56][cH:57][cH:58][cH:59]2)([P:60]([c:61]2[cH:62][cH:63][cH:64][cH:65][cH:66]2)([c:67]2[cH:68][cH:69][cH:70][cH:71][cH:72]2)[c:73]2[cH:74][cH:75][cH:76][cH:77][cH:78]2)[P:79]([c:80]2[cH:81][cH:82][cH:83][cH:84][cH:85]2)([c:86]2[cH:87][cH:88][cH:89][cH:90][cH:91]2)[c:92]2[cH:93][cH:94][cH:95][cH:96][cH:97]2)([c:98]2[cH:99][cH:100][cH:101][cH:102][cH:103]2)[c:104]2[cH:105][cH:106][cH:107][cH:108][cH:109]2)[cH:110][cH:111]1>>[c:2]1(-[c:20]2[c:19]([Cl:18])[cH:24][cH:23][c:22]([Cl:25])[cH:21]2)[n:3][c:4]([CH3:17])[c:5]2[n:6]1[c:7]1[cH:8][c:9]([F:16])[cH:10][cH:11][c:12]1[n:13][c:14]2[CH3:15]. Starting materials: Clc1ncnc2[nH]nc(Br)c12, COc1ccc2cc(-c3ccnc(NCCc4ccc(OC)c(OC)c4)n3)cc(N3CCNCC3)c2c1. Product: COc1ccc2cc(-c3ccnc(NCCc4ccc(OC)c(OC)c4)n3)cc(N3CCN(c4ncnc5[nH]nc(Br)c45)CC3)c2c1. As a reaction SMILES: [Br:38][c:39]1[n:40][nH:41][c:42]2[n:43][cH:44][n:45][c:46]([Cl:48])[c:47]12.[CH3:1][O:2][c:3]1[cH:4][c:5]([CH2:6][CH2:7][NH:8][c:9]2[n:10][cH:11][cH:12][c:13](-[c:15]3[cH:16][c:17]4[cH:18][cH:19][c:20]([O:31][CH3:32])[cH:21][c:22]4[c:23]([N:25]4[CH2:26][CH2:27][NH:28][CH2:29][CH2:30]4)[cH:24]3)[n:14]2)[cH:33][cH:34][c:35]1[O:36][CH3:37]>>[CH3:1][O:2][c:3]1[cH:4][c:5]([CH2:6][CH2:7][NH:8][c:9]2[n:10][cH:11][cH:12][c:13](-[c:15]3[cH:16][c:17]4[cH:18][cH:19][c:20]([O:31][CH3:32])[cH:21][c:22]4[c:23]([N:25]4[CH2:26][CH2:27][N:28]([c:46]5[n:45][cH:44][n:43][c:42]6[nH:41][n:40][c:39]([Br:38])[c:47]65)[CH2:29][CH2:30]4)[cH:24]3)[n:14]2)[cH:33][cH:34][c:35]1[O:36][CH3:37].